Dataset: the Open Reaction Database (ORD), a public repository of structured organic reaction records. Task: describe an organic reaction: reactants, conditions, products, and yield Reactants: COC=1C=CC2=C(CNCCO2)C1 (7-methoxy-2,3,4,5-tetrahydro-benzo[f][1,4]-oxazepine), S(=O)(=O)(Cl)Cl (sulfuryl chloride), COC1=CC=C2CCN(CC2=C1)S(=O)(=O)Cl (7-Methoxy-3,4-dihydro-1H-isoquinoline-2-sulfonyl chloride). The solvent is C(C)N(CC)CC (triethylamine). Product: COC=1C=CC2=C(CN(CCO2)S(=O)(=O)Cl)C1 (7-Methoxy-2,3-dihydro-5H-benzo[f][1,4]oxazepine-4-sulfonyl chloride). Reaction SMILES: [CH3:1][O:2][C:3]1[CH:4]=[CH:5][C:6]2[O:12][CH2:11][CH2:10][NH:9][CH2:8][C:7]=2[CH:13]=1.[S:14](Cl)([Cl:17])(=[O:16])=[O:15].COC1C=C2C(CCN(S(Cl)(=O)=O)C2)=CC=1>C(N(CC)CC)C>[CH3:1][O:2][C:3]1[CH:4]=[CH:5][C:6]2[O:12][CH2:11][CH2:10][N:9]([S:14]([Cl:17])(=[O:16])=[O:15])[CH2:8][C:7]=2[CH:13]=1. Procedure details: This compound was prepared from 1.4 g of 7-methoxy-2,3,4,5-tetrahydro-benzo[f][1,4]-oxazepine, 0.91 mL of sulfuryl chloride and 4.7 mL of triethylamine using the procedure described for 63f. Yield: 0.23 g (oil), EI-MS: 277 (M+). Starting materials: C(Cl)[C@@H]1CO1 ((S)-epichlorohydrin), ClCCCl (1,2-dichloroethane), [OH-].[Na+] (NaOH), C1(=CC=CC=C1)O (phenol). The reagents and catalysts are [Cl-].C(C1=CC=CC=C1)[N+](C)(C)C (benzyltrimethylammonium chloride). The solvent is O (water). Reaction conditions: time 42 hour. The product is C([C@H]1CO1)OC1=CC=CC=C1 ((R)-glycidylphenyl ether). The yield is 79.6%. RXN SMILES: [CH2:1]([C@H:3]1[O:5][CH2:4]1)Cl.ClCCCl.[C:10]1([OH:16])[CH:15]=[CH:14][CH:13]=[CH:12][CH:11]=1.[OH-].[Na+]>[Cl-].C([N+](C)(C)C)C1C=CC=CC=1.O>[CH2:1]([O:16][C:10]1[CH:15]=[CH:14][CH:13]=[CH:12][CH:11]=1)[C@@H:3]1[O:5][CH2:4]1 |f:3.4,5.6|. Procedure details: To a reaction vessel were added (S)-epichlorohydrin (99% ee, 2.64 g, 29 mmol), benzyltrimethylammonium chloride (36 mg), 1,2-dichloroethane (6 ml) and water (6 ml), and the mixture was cooled with ice. After addition of phenol (1.78 g, 19 mmol), thereto 24% aqueous NaOH solution (4.10 g, 25 mmol) was dropped in a ten minute period under stirring. The mixture was stirred for 30 minutes under ice-cooling and then for 42 hours at room temperature. After the aqueous layer was removed, the organic la... Reactants: CNC, CCO, FC(F)(c1ccc2ncccc2c1)c1noc2ccc(Cl)nc12. Yields the product CN(C)c1ccc2onc(C(F)(F)c3ccc4ncccc4c3)c2n1. As a reaction SMILES: [CH3:1][NH:2][CH3:3].[CH3:27][CH2:28][OH:29].[Cl:4][c:5]1[cH:6][cH:7][c:8]2[c:9]([n:10]1)[c:11]([C:14]([c:15]1[cH:16][c:17]3[cH:18][cH:19][cH:20][n:21][c:22]3[cH:23][cH:24]1)([F:25])[F:26])[n:12][o:13]2>>[CH3:1][N:2]([CH3:3])[c:5]1[cH:6][cH:7][c:8]2[c:9]([n:10]1)[c:11]([C:14]([c:15]1[cH:16][c:17]3[cH:18][cH:19][cH:20][n:21][c:22]3[cH:23][cH:24]1)([F:25])[F:26])[n:12][o:13]2. The reactants are [Na]C(=O)C(C#N)CNC=O (α-sodioformyl-β-formylaminopropionitrile), S(=O)(=O)(OC)OC (dimethyl sulfate). The solvent is O1CCCC1 (tetrahydrofuran). Conditions: temperature 70 celsius, time 5 hour. The product is COC=C(C#N)CNC=O (α-methoxymethylene-β-formylaminopropionitrile). RXN SMILES: [Na][C:2]([CH:4]([CH2:7][NH:8][CH:9]=[O:10])[C:5]#[N:6])=[O:3].S(OC)(O[CH3:15])(=O)=O>O1CCCC1>[CH3:15][O:3][CH:2]=[C:4]([CH2:7][NH:8][CH:9]=[O:10])[C:5]#[N:6]. Procedure details: To the residue of α-sodioformyl-β-formylaminopropionitrile is added 300 parts by volume of tetrahydrofuran and 138 parts of dimethyl sulfate. The mixture is reacted under stirring at 70°C for 5 hours. After completion of the reaction, the mixture is cooled at 25°C. The precipitated sodium methyl sulfate is removed and the filtrate is concentrated and kept standing overnight, whereby 135 parts of α-methoxymethylene-β-formylaminopropionitrile is obtained as crystals.